From a dataset of the Open Reaction Database (ORD), a public repository of structured organic reaction records. describe an organic reaction: reactants, conditions, products, and yield The reactants are C(#C)C1=CC=C(C(=O)O)C=C1 (4-Ethynylbenzoic acid), C=1C=CC2=C(C1)N=NN2O (HOBT), C(CCl)Cl (EDC), C1(=CC=C(C=C1)S(=O)(=O)O)C.C(C)NC[C@@H](C(=O)O)NS(=O)(=O)C1=CC=CC=C1 (Ethyl 2(S)-phenylsulfonylamino-β-alanine p-toluenesulfonate), CN1CCOCC1 (NMM). The solvent is CN(C)C=O (DMF). Reaction conditions: time 8 hour. Product: C(C)OC([C@H](CNC(C1=CC=C(C=C1)C#C)=O)NS(=O)(=O)C1=CC=CC=C1)=O (4-Ethynylbenzoyl-2(S)-phenylsulfonylamino-β-alanine ethyl ester). As a reaction SMILES: [C:1]([C:3]1[CH:11]=[CH:10][C:6]([C:7]([OH:9])=O)=[CH:5][CH:4]=1)#[CH:2].[C:12]1(C)C=CC(S(O)(=O)=O)=C[CH:13]=1.C([NH:25][CH2:26][C@H:27]([NH:31][S:32]([C:35]1[CH:40]=[CH:39][CH:38]=[CH:37][CH:36]=1)(=[O:34])=[O:33])[C:28]([OH:30])=[O:29])C.CN1CCOCC1.C1C=CC2N(O)N=NC=2C=1.C(Cl)CCl>CN(C=O)C>[CH2:12]([O:30][C:28](=[O:29])[C@@H:27]([NH:31][S:32]([C:35]1[CH:36]=[CH:37][CH:38]=[CH:39][CH:40]=1)(=[O:33])=[O:34])[CH2:26][NH:25][C:7](=[O:9])[C:6]1[CH:5]=[CH:4][C:3]([C:1]#[CH:2])=[CH:11][CH:10]=1)[CH3:13] |f:1.2|. Procedure details: 4-Ethynylbenzoic acid (35-1) (3.10 g, 21.2 mmol), 35-2 (8.58 g, 19.3 mmol), NMM (8.49 mL, 7.72 mmol), HOBT (3.39 g, 25.1 mmol), and EDC (4.81 g, 25.1 mmol) were combined in 96 mL DMF and stirred overnight. The reaction was concentrated, residue was diluted with EtOAc and washed with water (2×) and brine, dried (Na2SO4), filtered, and concentrated. Flash chromatography (silica, 45-50% EtOAc/Hexane) gave 35-3 as a white solid.